Dataset: the Open Reaction Database (ORD), a public repository of structured organic reaction records. Task: describe an organic reaction: reactants, conditions, products, and yield Reactants: [Cl-].[NH4+] (ammonium chloride), N1C(=CC=C1)C(=O)O (1H-pyrrole-2-carboxylic acid), C([O-])([O-])=O.[Cs+].[Cs+] (cesium carbonate), C(C=C)Br (allyl bromide). Solvent: C(C)OCC (diethyl ether), CN(C=O)C (N,N-dimethylformamide). Conditions: time 16 hour. The product is C(C=C)OC(=O)C=1NC=CC1 (1H-pyrrole-2-carboxylic acid allyl ester). Yield: 75.7%. Reaction SMILES: [NH:1]1[CH:5]=[CH:4][CH:3]=[C:2]1[C:6]([OH:8])=[O:7].C(=O)([O-])[O-].[Cs+].[Cs+].[CH2:15](Br)[CH:16]=[CH2:17].[Cl-].[NH4+]>CN(C)C=O.C(OCC)C>[CH2:17]([O:7][C:6]([C:2]1[NH:1][CH:5]=[CH:4][CH:3]=1)=[O:8])[CH:16]=[CH2:15] |f:1.2.3,5.6|. Procedure details: To a solution of 1H-pyrrole-2-carboxylic acid (1.5 g, 14 mmol) in N,N-dimethylformamide (50 mL) at 25° C. was added cesium carbonate (4.8 g, 14.7 mmol) and allyl bromide (1.34 mL, 15.4 mmol) and stirred for 16 h. The reaction mixture was treated with saturated aqueous ammonium chloride solution and diethyl ether (20 mL). The layers were separated and the aqueous layers were extracted with diethyl ether (3×100 mL). The combined organic layers were dried over magnesium sulfate, filtered and concen...